Task: describe an organic reaction: reactants, conditions, products, and yield. Dataset: the Open Reaction Database (ORD), a public repository of structured organic reaction records The reactants are C1[C@H](O)[C@H](O)[C@H](O1)CO (deoxyribofuranose), C(C)(=O)OC(C)=O (acetic anhydride), C1(=C(C=CC=C1)N)N (o-phenylene diamine), ( 12 ), BrBr (bromine), S(=O)([O-])[O-].[Na+].[Na+] (sodium sulfite). Run in C(C)(=O)O (acetic acid), C(C)(=O)O (acetic acid), ice water. Product: BrC1=CC(=C(C=C1)N)N (4-bromo-o-phenylene diamine). Reaction SMILES: C1O[C@H](CO)[C@@H](O)[C@H]1O.[C:10]1([NH2:17])[CH:15]=[CH:14][CH:13]=[CH:12][C:11]=1[NH2:16].C(OC(=O)C)(=O)C.[Br:25]Br.S([O-])([O-])=O.[Na+].[Na+]>C(O)(=O)C>[Br:25][C:14]1[CH:13]=[CH:12][C:11]([NH2:16])=[C:10]([NH2:17])[CH:15]=1 |f:4.5.6|. Reported procedure: A method for synthesizing a deoxyribofuranose compound having a structure represented by the above-mentioned formula (12) will be explained. The compound can be synthesized according to the scheme shown in FIG. 2. First, 4-bromo-phenylene diamine (compound 13) is synthesized. The synthesis can be conducted by a method disclosed in Japanese Laid-Open Patent Application Nos. 63-22091 and 63-179870. Specifically, o-phenylene diamine is added to acetic acid, and further mixed with acetic anhydride u... Starting materials: COC(=O)CBr, O=C([O-])[O-], Oc1cc(O)c(Cl)cc1Cl, [K+], [K+], CN(C)C=O, O. Product: COC(=O)COc1cc(O)c(Cl)cc1Cl. RXN SMILES: [Br:17][CH2:18][C:19](=[O:20])[O:21][CH3:22].[C:11](=[O:12])([O-:13])[O-:14].[Cl:1][c:2]1[c:3]([OH:10])[cH:4][c:5]([OH:6])[c:7]([Cl:9])[cH:8]1.[K+:15].[K+:16].[O:24]=[CH:25][N:26]([CH3:27])[CH3:28].[OH2:23]>>[Cl:1][c:2]1[c:3]([O:10][CH2:18][C:19](=[O:20])[O:21][CH3:22])[cH:4][c:5]([OH:6])[c:7]([Cl:9])[cH:8]1. Starting materials: O=O (oxygen), C1(=C(C(=C(C(=C1F)F)F)N)F)N.Cl.Cl (dihydrochloride), ClCCCCOC=1C=CC2=C(C(C=CO2)=O)C1 (6-(4-chlorobutoxy)-4H-1-benzopyran-4-one), C1(=CC=CC=C1)N1CCNCC1 (1-phenylpiperazine). Product: C1(=CC=CC=C1)N1CCN(CC1)CCCCOC=1C=CC2=C(C(C=CO2)=O)C1 (6-[4-(4-phenyl-1-piperazinyl)butoxy]-4H-1-benzopyran-4-one). Reaction SMILES: O=O.Cl[CH2:4][CH2:5][CH2:6][CH2:7][O:8][C:9]1[CH:10]=[CH:11][C:12]2[O:17][CH:16]=[CH:15][C:14](=[O:18])[C:13]=2[CH:19]=1.[C:20]1([N:26]2[CH2:31][CH2:30][NH:29][CH2:28][CH2:27]2)[CH:25]=[CH:24][CH:23]=[CH:22][CH:21]=1.C1(N)C(F)=C(F)C(F)=C(N)C=1F.Cl.Cl>>[C:20]1([N:26]2[CH2:31][CH2:30][N:29]([CH2:4][CH2:5][CH2:6][CH2:7][O:8][C:9]3[CH:10]=[CH:11][C:12]4[O:17][CH:16]=[CH:15][C:14](=[O:18])[C:13]=4[CH:19]=3)[CH2:28][CH2:27]2)[CH:25]=[CH:24][CH:23]=[CH:22][CH:21]=1 |f:3.4.5|. Procedure details: The title compound was prepared by the method described above for the compounds of Formula I wherein X is oxygen. Thus, 6-(4-chlorobutoxy)-4H-1-benzopyran-4-one, as prepared above in Preparation 3, (3.79 g; 15 mmol) was reacted with 1-phenylpiperazine (2.59 g; 16 mmol) in the usual way, yielding 3.5 g of 6-[4-(4-phenyl-1-piperazinyl)butoxy]-4H-1-benzopyran-4-one as its dihydrochloride salt, mp 193°-195° C. (See Scheme I.) Reactants: ClC(Cl)Cl, OCc1cc(Cl)cc(Cl)c1, O=S(Cl)Cl. Yields the product ClCc1cc(Cl)cc(Cl)c1. As a reaction SMILES: [CH:15]([Cl:16])([Cl:17])[Cl:18].[Cl:5][c:6]1[cH:7][c:8]([CH2:9][OH:10])[cH:11][c:12]([Cl:14])[cH:13]1.[S:1]([Cl:2])([Cl:3])=[O:4]>>[Cl:3][CH2:9][c:8]1[cH:7][c:6]([Cl:5])[cH:13][c:12]([Cl:14])[cH:11]1. Starting materials: C(\C=C/C(=O)OCC)(=O)OCC (diethyl maleate), C(CCC)=O (butyraldehyde). The reagents and catalysts are C(C1=CC=CC=C1)(=O)OOC(C1=CC=CC=C1)=O (dibenzoyl peroxide). Yields the product C(CCC)(=O)C(C(=O)OCC)CC(=O)OCC (diethyl 2-butyrylsuccinate). Yield: 85.6%. RXN SMILES: [C:1]([O:10][CH2:11][CH3:12])(=[O:9])/[CH:2]=[CH:3]\[C:4]([O:6][CH2:7][CH3:8])=[O:5].[CH:13](=[O:17])[CH2:14][CH2:15][CH3:16]>C(OOC(=O)C1C=CC=CC=1)(=O)C1C=CC=CC=1>[C:13]([CH:2]([CH2:3][C:4]([O:6][CH2:7][CH3:8])=[O:5])[C:1]([O:10][CH2:11][CH3:12])=[O:9])(=[O:17])[CH2:14][CH2:15][CH3:16]. Procedure details: A mixture of 86 g of diethyl maleate, 144 g of butyraldehyde and 4 g of dibenzoyl peroxide was boiled at reflux for 20 hours. After completion of the reaction, the excess butyraldehyde was firstly distilled off over a Vigreux column and then the yellow coloured crude product was taken up in 250 ml of hexane and washed with 200 ml of 5% (wt./vol.) sodium hydrogen carbonate solution and 200 ml of water. The aqueous phases were back-extracted with a small amount of hexane. The combined organic phas... Starting materials: CS(=O)(=O)Cl, OCCn1c2ccccc2c2c(N3CCCC3)nc(N3CCCC3)nc21. Product: CS(=O)(=O)OCCn1c2ccccc2c2c(N3CCCC3)nc(N3CCCC3)nc21. RXN SMILES: [CH3:27][S:28]([Cl:29])(=[O:30])=[O:31].[OH:1][CH2:2][CH2:3][n:4]1[c:5]2[c:6]([c:7]3[cH:8][cH:9][cH:10][cH:11][c:12]13)[c:13]([N:22]1[CH2:23][CH2:24][CH2:25][CH2:26]1)[n:14][c:15]([N:17]1[CH2:18][CH2:19][CH2:20][CH2:21]1)[n:16]2>>[O:1]([CH2:2][CH2:3][n:4]1[c:5]2[c:6]([c:7]3[cH:8][cH:9][cH:10][cH:11][c:12]13)[c:13]([N:22]1[CH2:23][CH2:24][CH2:25][CH2:26]1)[n:14][c:15]([N:17]1[CH2:18][CH2:19][CH2:20][CH2:21]1)[n:16]2)[S:28]([CH3:27])(=[O:30])=[O:31]. Reactants: [N+](=O)([O-])C1=CC(=C(C(=C1)C)O)C (4-nitro-2,6-dimethylphenol), C(=O)([O-])[O-].[K+].[K+] (K2CO3), C(C)I (ethyl iodide). The solvent is C(C)#N (acetonitrile). Product: [N+](=O)([O-])C1=CC(=C(C(=C1)C)OCC)C (4-nitro-2,6-dimethyl-1-ethoxybenzene). The yield is 97.7%. RXN SMILES: [N+:1]([C:4]1[CH:9]=[C:8]([CH3:10])[C:7]([OH:11])=[C:6]([CH3:12])[CH:5]=1)([O-:3])=[O:2].C([O-])([O-])=O.[K+].[K+].[CH2:19](I)[CH3:20]>C(#N)C>[N+:1]([C:4]1[CH:5]=[C:6]([CH3:12])[C:7]([O:11][CH2:19][CH3:20])=[C:8]([CH3:10])[CH:9]=1)([O-:3])=[O:2] |f:1.2.3|. Procedure: A mixture of 10 g (0.0598 mol) of 4-nitro-2,6-dimethylphenol, 16.5 g (0.1196 mol) of K2CO3 and 18.6 g (0.1196 mol) of ethyl iodide in 100 ml of acetonitrile was refluxed for 2.5 hours. The solid material was removed by hot filtration and was then washed with hot acetonitrile. The combined organic phase was evaporated and the resulting residue dissolved in ether. The ether phase was washed with water, dried (Na2SO4) and evaporated yielding 11.4 g (98%) of the product, M.p. 56° C. The product is C1(=CC=CC=C1)C1=NC=CC(=C1)N (2-phenyl-pyridin-4-ylamine). Reaction SMILES: Cl[C:2]1[CH:7]=[C:6]([NH2:8])[CH:5]=[CH:4][N:3]=1.[C:9]1(B(O)O)[CH:14]=[CH:13][CH:12]=[CH:11][CH:10]=1.C(=O)([O-])[O-].[Na+].[Na+]>C1(C)C=CC=CC=1.C1C=CC([P]([Pd]([P](C2C=CC=CC=2)(C2C=CC=CC=2)C2C=CC=CC=2)([P](C2C=CC=CC=2)(C2C=CC=CC=2)C2C=CC=CC=2)[P](C2C=CC=CC=2)(C2C=CC=CC=2)C2C=CC=CC=2)(C2C=CC=CC=2)C2C=CC=CC=2)=CC=1>[C:9]1([C:2]2[CH:7]=[C:6]([NH2:8])[CH:5]=[CH:4][N:3]=2)[CH:14]=[CH:13][CH:12]=[CH:11][CH:10]=1 |f:2.3.4,^1:34,36,55,74|. Isolated yield 87.7%. The reactants are ClC1=NC=CC(=C1)N (2-chloro-4-aminopyridine), C1(=CC=CC=C1)B(O)O (phenylboronic acid), C([O-])([O-])=O.[Na+].[Na+] (sodium carbonate). Run at temperature 100 celsius. Reagents/catalysts: C=1C=CC(=CC1)[P](C=2C=CC=CC2)(C=3C=CC=CC3)[Pd]([P](C=4C=CC=CC4)(C=5C=CC=CC5)C=6C=CC=CC6)([P](C=7C=CC=CC7)(C=8C=CC=CC8)C=9C=CC=CC9)[P](C=1C=CC=CC1)(C=1C=CC=CC1)C=1C=CC=CC1 (tetrakis(triphenylphosphine)palladium(0)). Solvent: C1(=CC=CC=C1)C (toluene). Reported procedure: To a stirred solution of 16.0 g (124 mmol) 2-chloro-4-aminopyridine in 200 ml toluene were added 18.2 g (149 mmol) phenylboronic acid, 7.19 g (6.22 mmol) tetrakis(triphenylphosphine)palladium(0) and 130 ml (260 mmol) 2 M aq. sodium carbonate solution. The mixture was heated at 100° C. for 16 h and then cooled to room temperature and extracted three times with ethyl acetate. The combined organic phases were extracted three times with 200 ml 1 M aq. hydrochloric acid. The combined acid extracts we...